This data is from the Open Reaction Database (ORD), a public repository of structured organic reaction records. The task is: describe an organic reaction: reactants, conditions, products, and yield Reactants: F[B-](F)(F)F, CC[O+](CC)CC, O=C1CN(C(=O)c2ccccc2Cl)CCN1, ClCCl. The product is CCOC1CN(C(=O)c2ccccc2Cl)CCN1. As a reaction SMILES: [B-:17]([F:18])([F:19])([F:20])[F:21].[CH2:22]([CH3:23])[O+:24]([CH2:25][CH3:26])[CH2:27][CH3:28].[Cl:1][c:2]1[c:3]([C:8](=[O:9])[N:10]2[CH2:11][C:12](=[O:16])[NH:13][CH2:14][CH2:15]2)[cH:4][cH:5][cH:6][cH:7]1.[Cl:29][CH2:30][Cl:31]>>[Cl:1][c:2]1[c:3]([C:8](=[O:9])[N:10]2[CH2:11][CH:12]([O:16][CH2:22][CH3:23])[NH:13][CH2:14][CH2:15]2)[cH:4][cH:5][cH:6][cH:7]1. The reactants are COC(=O)c1cc2[nH]cnc2cn1, CO, NCCN1CCOCC1. Yields the product O=C(NCCN1CCOCC1)c1cc2[nH]cnc2cn1. Reaction SMILES: [CH3:1][O:2][C:3](=[O:4])[c:5]1[cH:6][c:7]2[c:8]([cH:9][n:10]1)[n:11][cH:12][nH:13]2.[CH3:23][OH:24].[O:14]1[CH2:15][CH2:16][N:17]([CH2:20][CH2:21][NH2:22])[CH2:18][CH2:19]1>>[C:3](=[O:4])([c:5]1[cH:6][c:7]2[c:8]([cH:9][n:10]1)[n:11][cH:12][nH:13]2)[NH:22][CH2:21][CH2:20][N:17]1[CH2:16][CH2:15][O:14][CH2:19][CH2:18]1. Reactants: BrC1=CC=C(C=C1)C=1C2=CC=CC=C2C(=C2C=CC=CC12)C1=CC=CC=C1 (9-(4-bromophenyl)-10-phenylanthracene), C1=CC(=CC=2C3=CC(=CC=C3NC12)C1=CC=C(N(C2=CC=CC=C2)C2=CC=CC=C2)C=C1)C1=CC=C(N(C2=CC=CC=C2)C2=CC=CC=C2)C=C1 (4,4′-(9H-carbazol-3,6-diyl)bis(N,N-diphenylaniline)), CC(C)([O-])C.[Na+] (sodium tert-butoxide), C(C)(C)(C)P(C(C)(C)C)C(C)(C)C (tri(tert-butyl)phosphine). The reagents and catalysts are C=1C=CC(=CC1)/C=C/C(=O)/C=C/C2=CC=CC=C2.C=1C=CC(=CC1)/C=C/C(=O)/C=C/C2=CC=CC=C2.[Pd] (bis(dibenzylideneacetone)palladium(0)). The solvent is CCCCCC (hexane), C1(=CC=CC=C1)C (toluene). Yields the product C1(=CC=CC=C1)C1=C2C=CC=CC2=C(C2=CC=CC=C12)C1=CC=C(C=C1)N1C2=CC=C(C=C2C=2C=C(C=CC12)C1=CC=C(N(C2=CC=CC=C2)C2=CC=CC=C2)C=C1)C1=CC=C(N(C2=CC=CC=C2)C2=CC=CC=C2)C=C1 (4,4′-{9-[4-(10-phenyl-9-anthryl)phenyl]-9H-carbazol-3,6-diyl}bis(N,N-diphenyl aniline)). Yield: 41.9%. As a reaction SMILES: Br[C:2]1[CH:7]=[CH:6][C:5]([C:8]2[C:9]3[C:14]([C:15]([C:22]4[CH:27]=[CH:26][CH:25]=[CH:24][CH:23]=4)=[C:16]4[C:21]=2[CH:20]=[CH:19][CH:18]=[CH:17]4)=[CH:13][CH:12]=[CH:11][CH:10]=3)=[CH:4][CH:3]=1.[CH:28]1[C:40]2[NH:39][C:38]3[C:33](=[CH:34][C:35]([C:41]4[CH:59]=[CH:58][C:44]([N:45]([C:52]5[CH:57]=[CH:56][CH:55]=[CH:54][CH:53]=5)[C:46]5[CH:51]=[CH:50][CH:49]=[CH:48][CH:47]=5)=[CH:43][CH:42]=4)=[CH:36][CH:37]=3)[C:32]=2[CH:31]=[C:30]([C:60]2[CH:78]=[CH:77][C:63]([N:64]([C:71]3[CH:76]=[CH:75][CH:74]=[CH:73][CH:72]=3)[C:65]3[CH:70]=[CH:69][CH:68]=[CH:67][CH:66]=3)=[CH:62][CH:61]=2)[CH:29]=1.CC(C)([O-])C.[Na+].C(P(C(C)(C)C)C(C)(C)C)(C)(C)C>C1C=CC(/C=C/C(/C=C/C2C=CC=CC=2)=O)=CC=1.C1C=CC(/C=C/C(/C=C/C2C=CC=CC=2)=O)=CC=1.[Pd].CCCCCC.C1(C)C=CC=CC=1>[C:22]1([C:15]2[C:16]3[C:21](=[CH:20][CH:19]=[CH:18][CH:17]=3)[C:8]([C:5]3[CH:4]=[CH:3][C:2]([N:39]4[C:40]5[CH:28]=[CH:29][C:30]([C:60]6[CH:61]=[CH:62][C:63]([N:64]([C:65]7[CH:70]=[CH:69][CH:68]=[CH:67][CH:66]=7)[C:71]7[CH:72]=[CH:73][CH:74]=[CH:75][CH:76]=7)=[CH:77][CH:78]=6)=[CH:31][C:32]=5[C:33]5[C:38]4=[CH:37][CH:36]=[C:35]([C:41]4[CH:42]=[CH:43][C:44]([N:45]([C:52]6[CH:53]=[CH:54][CH:55]=[CH:56][CH:57]=6)[C:46]6[CH:47]=[CH:48][CH:49]=[CH:50][CH:51]=6)=[CH:58][CH:59]=4)[CH:34]=5)=[CH:7][CH:6]=3)=[C:9]3[C:14]=2[CH:13]=[CH:12][CH:11]=[CH:10]3)[CH:23]=[CH:24][CH:25]=[CH:26][CH:27]=1 |f:2.3,5.6.7|. Procedure: 0.70 g (1.7 mmol) of 9-(4-bromophenyl)-10-phenylanthracene, 1.1 g (1.7 mmol) of 4,4′-(9H-carbazol-3,6-diyl)bis(N,N-diphenylaniline) (TP2C), and 0.49 g (9.0 mmol) of sodium tert-butoxide were put into a 100 mL three-neck flask. The air in the flask was replaced with nitrogen. Then, to the mixture were added 30 mL of toluene and 0.20 mL of tri(tert-butyl)phosphine (a 10 wt % hexane solution). This mixture was stirred to be degassed while the pressure was reduced. After the degassing, 46 mg (0.080 ... Starting materials: II (iodine), C(C)OC(CCCOC1=C(C=CC=C1)Br)=O (4-(2-bromophenoxy)-butyric acid ethyl ester), C(CCC)[Sn](\C=C\[Sn](CCCC)(CCCC)CCCC)(CCCC)CCCC ((E)-1,2-bis-(tri-n-butylstannyl)-ethylene). The reagents and catalysts are [Pd].C1(=CC=CC=C1)P(C1=CC=CC=C1)C1=CC=CC=C1.C1(=CC=CC=C1)P(C1=CC=CC=C1)C1=CC=CC=C1.C1(=CC=CC=C1)P(C1=CC=CC=C1)C1=CC=CC=C1.C1(=CC=CC=C1)P(C1=CC=CC=C1)C1=CC=CC=C1 (tetrakis-(triphenylphosphine)-palladium). Run in C(C)OCC (diethyl ether), C1(=CC=CC=C1)C (toluene), C(C)OCC (diethyl ether). Conditions: time 8 hour. The product is C(C)OC(CCCOC1=C(C=CC=C1)\C=C\I)=O (4-[2-[(E)-2-iodovinyl]-phenoxy]-butyric acid ethyl ester). The yield is 75.0%. RXN SMILES: [CH2:1]([O:3][C:4](=[O:16])[CH2:5][CH2:6][CH2:7][O:8][C:9]1[CH:14]=[CH:13][CH:12]=[CH:11][C:10]=1Br)[CH3:2].C([Sn](CC[CH2:43][CH3:44])(CCCC)/C=C/[Sn](CCCC)(CCCC)CCCC)CCC.[I:45]I>C1(C)C=CC=CC=1.C(OCC)C.[Pd].C1(P(C2C=CC=CC=2)C2C=CC=CC=2)C=CC=CC=1.C1(P(C2C=CC=CC=2)C2C=CC=CC=2)C=CC=CC=1.C1(P(C2C=CC=CC=2)C2C=CC=CC=2)C=CC=CC=1.C1(P(C2C=CC=CC=2)C2C=CC=CC=2)C=CC=CC=1>[CH2:1]([O:3][C:4](=[O:16])[CH2:5][CH2:6][CH2:7][O:8][C:9]1[CH:14]=[CH:13][CH:12]=[CH:11][C:10]=1/[CH:44]=[CH:43]/[I:45])[CH3:2] |f:5.6.7.8.9|. Procedure details: 861 mg of 4-(2-bromophenoxy)-butyric acid ethyl ester and 4.8 g of (E)-1,2-bis-(tri-n-butylstannyl)-ethylene (50%) are dissolved in 11 ml of toluene, mixed with 70 mg of tetrakis-(triphenylphosphine)-palladium and heated with stirring and under argon atmosphere for 1 hour to 120° C. (bath temperature). After cooling to room temperature, the reaction mixture is diluted with 9 ml of diethyl ether and mixed at 0° C. with a solution of 1.53 g of iodine in 7 ml of diethyl ether. The mixture is stirre... Starting materials: ClC1=C(C=C2C(=NN(C2=C1)C)C=1C(=NC(=CC1)OC1=CC=C(C=C1)Cl)CCC)O (6-chloro-3-[6-(4-chlorophenoxy)-2-propylpyridin-3-yl]-1-methyl-1H-indazol-5-ol), C([C@H](O)C)(=O)OC (methyl (R)-lactate). Product: ClC1=C(C=C2C(=NN(C2=C1)C)C=1C(=NC(=CC1)OC1=CC=C(C=C1)Cl)CCC)O[C@H](C(=O)O)C ((2S)-2-({6-chloro-3-[6-(4-chlorophenoxy)-2-propylpyridin-3-yl]-1-methyl-1H-indazol-5-yl}oxy)propanoic acid). Reaction SMILES: [Cl:1][C:2]1[CH:10]=[C:9]2[C:5]([C:6]([C:12]3[C:13]([CH2:26][CH2:27][CH3:28])=[N:14][C:15]([O:18][C:19]4[CH:24]=[CH:23][C:22]([Cl:25])=[CH:21][CH:20]=4)=[CH:16][CH:17]=3)=[N:7][N:8]2[CH3:11])=[CH:4][C:3]=1[OH:29].[C:30]([O:35]C)(=[O:34])[C@@H:31]([CH3:33])O>>[Cl:1][C:2]1[CH:10]=[C:9]2[C:5]([C:6]([C:12]3[C:13]([CH2:26][CH2:27][CH3:28])=[N:14][C:15]([O:18][C:19]4[CH:24]=[CH:23][C:22]([Cl:25])=[CH:21][CH:20]=4)=[CH:16][CH:17]=3)=[N:7][N:8]2[CH3:11])=[CH:4][C:3]=1[O:29][C@@H:31]([CH3:33])[C:30]([OH:35])=[O:34]. Procedure details: The phenol from Step 2 (0.43 g, 1.0 mmol) and methyl (R)-lactate (0.16 g, 1.5 mmol) were reacted according the general procedure described in Step 11 of Example 1 to give the title compound as a white solid. Reactants: [Na] (sodium), CO (methanol), ClC1=NC(=CC(=N1)Cl)C (2,4-dichloro-6-methylpyrimidine), CO (methanol), O (water). Reaction conditions: time 30 minute. Yields the product ClC1=NC(=NC(=C1)C)OC (4-Chloro-2-methoxy-6-methyl-pyrimidine). RXN SMILES: [Na].Cl[C:3]1[N:8]=[C:7]([Cl:9])[CH:6]=[C:5]([CH3:10])[N:4]=1.[OH2:11].[CH3:12]O>>[Cl:9][C:7]1[CH:6]=[C:5]([CH3:10])[N:4]=[C:3]([O:11][CH3:12])[N:8]=1 |^1:0|. Reported procedure: To anhydrous methanol (10 ml) was added sodium (230 mg, 10 mmol) and the mixture was stirred under an argon atmosphere until a clear solution had formed. This solution was added dropwise over two hours with stirring to a solution of 2,4-dichloro-6-methylpyrimidine (1.79 g, 11 mmol) in anhydrous methanol (10 ml) under cooling so that the temperature remained below 10° C. Stirring was continued for 30 minutes, then water was added (2 ml), the mixture was filtered and the filtrate was evaporated to... The reactants are O (water), S(O)(O)(=O)=O (sulfuric acid), aqueous solution, [Mn](=O)(=O)(=O)[O-].[K+] (potassium permanganate), S(=O)([O-])[O-].[Na+].[Na+] (sodium sulfite), O (water), C1(=CC=CC=C1)C(=C)C=1C=C(C=CC1)C(C=O)C (α-(3-(1-Phenylethenyl)phenyl)propionaldehyde). Solvent: C1=CC=CC=C1 (benzene). Run at time 18 hour. Yields the product C(C1=CC=CC=C1)(=O)C=1C=C(C=CC1)C(C(=O)O)C (α(3-benzoylphenyl)propionic acid). RXN SMILES: [C:1]1([C:7]([C:9]2[CH:10]=[C:11]([CH:15]([CH3:18])[CH:16]=[O:17])[CH:12]=[CH:13][CH:14]=2)=C)[CH:6]=[CH:5][CH:4]=[CH:3][CH:2]=1.[Mn]([O-])(=O)(=O)=[O:20].[K+].S(=O)(=O)(O)O.S([O-])([O-])=O.[Na+].[Na+].[OH2:36]>C1C=CC=CC=1>[C:7]([C:9]1[CH:10]=[C:11]([CH:15]([CH3:18])[C:16]([OH:17])=[O:20])[CH:12]=[CH:13][CH:14]=1)(=[O:36])[C:1]1[CH:2]=[CH:3][CH:4]=[CH:5][CH:6]=1 |f:1.2,4.5.6|. Reported procedure: α-(3-(1-Phenylethenyl)phenyl)propionaldehyde (36 g) obtained in Example 4 was dissolved in 250 ml of benzene and 250 ml of water was further added thereto with vigorous stirring to prepare a suspension. Then, 2 liter of 2% aqueous solution of potassium permanganate was dropped little by little over 1.5 hours. After the dropping, stirring was continued for 18 hours at room temperature. After the reaction, it was acidified by adding concentrated sulfuric acid and was treated by adding 35 g of sodi... Reactants: BrCc1ccccc1, O=C([O-])[O-], CC(=O)c1cc(O)ccc1O, CC(=O)CC(C)C, [K+], [K+], [Na+], [OH-], O. Product: CC(=O)c1cc(OCc2ccccc2)ccc1O. RXN SMILES: [Br:18][CH2:19][c:20]1[cH:21][cH:22][cH:23][cH:24][cH:25]1.[C:12](=[O:13])([O-:14])[O-:15].[C:1]([CH3:2])(=[O:3])[c:4]1[c:5]([OH:6])[cH:7][cH:8][c:9]([OH:11])[cH:10]1.[CH3:28][C:29]([CH2:30][CH:31]([CH3:32])[CH3:33])=[O:34].[K+:16].[K+:17].[Na+:27].[OH-:26].[OH2:35]>>[C:1]([CH3:2])(=[O:3])[c:4]1[c:5]([OH:6])[cH:7][cH:8][c:9]([O:11][CH2:19][c:20]2[cH:21][cH:22][cH:23][cH:24][cH:25]2)[cH:10]1.